The task is: describe an organic reaction: reactants, conditions, products, and yield. This data is from the Open Reaction Database (ORD), a public repository of structured organic reaction records. Reactants: CC=1C(=C(C=CC1)CC(=O)NC(C)C)[N+](=O)[O-] (3-methyl-N-(1-methylethyl)-2-nitrobenzeneacetamide), CC=1C(=C(C=CC1)CC(=O)NC(C)C)[N+](=O)[O-] (3-methyl-N-(1-methylethyl)-2-nitrobenzeneacetamide). Reagents/catalysts: [Pd] (palladium on carbon). The solvent is C(C)O (ethanol). Yields the product NC1=C(C=CC=C1C)CC(=O)NC(C)C (2-amino-3-methyl-N-(1-methylethyl)benzeneacetamide). As a reaction SMILES: [CH3:1][C:2]1[C:3]([N+:15]([O-])=O)=[C:4]([CH2:8][C:9]([NH:11][CH:12]([CH3:14])[CH3:13])=[O:10])[CH:5]=[CH:6][CH:7]=1>[Pd].C(O)C>[NH2:15][C:3]1[C:2]([CH3:1])=[CH:7][CH:6]=[CH:5][C:4]=1[CH2:8][C:9]([NH:11][CH:12]([CH3:14])[CH3:13])=[O:10]. Procedure: To 3-methyl-N-(1-methylethyl)-2-nitrobenzeneacetamide (i.e. the title product of Step A) (0.40 g, 1.7 mmol) and 10% palladium on carbon (0.13 g) was added 20 mL of ethanol. The reaction mixture was placed under a balloon of nitrogen overnight. Then the reaction mixture was filtered through Celite® diatomaceous filter aid. The solvent was removed with a rotary evaporator to afford the title compound as a tan solid (0.29 g). RXN SMILES: [C:1]([Mg]Br)#[C:2][CH3:3].[C:6](Cl)(=O)[C:7]([CH3:10])([CH3:9])[CH3:8].Cl.[NH:14]([C:16]1[CH:21]=[CH:20][C:19]([CH2:22][CH2:23][OH:24])=[CH:18][CH:17]=1)[NH2:15]>>[C:7]([C:6]1[CH:1]=[C:2]([CH3:3])[N:14]([C:16]2[CH:17]=[CH:18][C:19]([CH2:22][CH2:23][OH:24])=[CH:20][CH:21]=2)[N:15]=1)([CH3:10])([CH3:9])[CH3:8] |f:2.3|. Reported procedure: The title compound was prepared according to the procedure described in step 1 of Example 63 from propynylmagnesium bromide, pivaloyl chloride and 2-(4-hydrazinophenyl)ethanol hydrochloride: MS (EI) m/z 334 [M]+, 1H-NMR (CDCl3) δ 7.39-7.29 (4H, m), 6.05 (1H, s), 3.85 (2H, m), 2.90 (2H, m), 2.30 (3H, s), 1.60 (1H, br.s), 1.33 (9H, s). Yields the product C(C)(C)(C)C1=NN(C(=C1)C)C1=CC=C(C=C1)CCO (2-[4-(3-tert-butyl-5-methyl-1H-pyrazol-1-yl)phenyl]ethanol). Reactants: C(#CC)[Mg]Br (propynylmagnesium bromide), C(C(C)(C)C)(=O)Cl (pivaloyl chloride), Cl.N(N)C1=CC=C(C=C1)CCO (2-(4-hydrazinophenyl)ethanol hydrochloride). Isolated yield 96.4%. The product is C1(=CC=CC=C1)C(C1=CC=CC=C1)=NC(C#N)(CCF)C (rac-2-[(Diphenylmethylene)amino]-4-fluoro-2-methylbutanonitrile). The solvent is C1CCOC1 (THF). Run at temperature -78 celsius, time 10 minute. RXN SMILES: [C:1]1([C:7](=[N:14][CH:15]([CH2:18][CH2:19][F:20])[C:16]#[N:17])[C:8]2[CH:13]=[CH:12][CH:11]=[CH:10][CH:9]=2)[CH:6]=[CH:5][CH:4]=[CH:3][CH:2]=1.[CH2:21]([Li])CCC.IC>C1COCC1>[C:1]1([C:7](=[N:14][C:15]([CH3:21])([CH2:18][CH2:19][F:20])[C:16]#[N:17])[C:8]2[CH:9]=[CH:10][CH:11]=[CH:12][CH:13]=2)[CH:2]=[CH:3][CH:4]=[CH:5][CH:6]=1. Reactants: C1(=CC=CC=C1)C(C1=CC=CC=C1)=NC(C#N)CCF (rac-2-[(Diphenylmethylene)amino]-4-fluorobutanonitrile), C(CCC)[Li] (n-butyllithium), IC (iodomethane). Reported procedure: 19.94 g (63.64 mmol, 85% purity) of rac-2-[(diphenylmethylene)amino]-4-fluorobutanonitrile from Example 66A were initially charged in 421 ml of abs. THF, and 25.71 ml (64.28 mmol) of n-butyllithium (2.5 N in hexane) were added at −78° C. under argon, and the mixture was stirred at −78° C. for a further 10 min. Subsequently, 36.1 g (254.57 mmol) of iodomethane were added to the reaction solution at −78° C. The reaction mixture was gradually brought to 0° C. over 4.5 h. After complete depletion of...